From a dataset of the Open Reaction Database (ORD), a public repository of structured organic reaction records. describe an organic reaction: reactants, conditions, products, and yield The reactants are N#Cc1ccc(O)cc1, C1CCOC1, CCOC(=O)N=NC(=O)OCC, COC1=C(OC)C(=O)C2=C(CCC(CCO)CC2)C1=O, c1ccc(P(c2ccccc2)c2ccccc2)cc1. Product: COC1=C(OC)C(=O)C2=C(CCC(CCOc3ccc(C#N)cc3)CC2)C1=O. As a reaction SMILES: [C:21](#[N:22])[c:23]1[cH:24][cH:25][c:26]([OH:29])[cH:27][cH:28]1.[CH2:61]1[O:62][CH2:63][CH2:64][CH2:65]1.[O:49]=[C:50]([O:51][CH2:52][CH3:53])[N:54]=[N:55][C:56]([O:57][CH2:58][CH3:59])=[O:60].[OH:1][CH2:2][CH2:3][CH:4]1[CH2:5][CH2:6][C:7]2=[C:8]([CH2:9][CH2:10]1)[C:11](=[O:20])[C:12]([O:18][CH3:19])=[C:13]([O:16][CH3:17])[C:14]2=[O:15].[c:30]1([P:31]([c:32]2[cH:33][cH:34][cH:35][cH:36][cH:37]2)[c:38]2[cH:39][cH:40][cH:41][cH:42][cH:43]2)[cH:44][cH:45][cH:46][cH:47][cH:48]1>>[O:1]([CH2:2][CH2:3][CH:4]1[CH2:5][CH2:6][C:7]2=[C:8]([CH2:9][CH2:10]1)[C:11](=[O:20])[C:12]([O:18][CH3:19])=[C:13]([O:16][CH3:17])[C:14]2=[O:15])[c:26]1[cH:25][cH:24][c:23]([C:21]#[N:22])[cH:28][cH:27]1. The reactants are FC=1C=CC(=NC1)C1=NOC(=C1CCC=1SC(=CN1)C(=O)O)C (2-{2-[3-(5-fluoro-pyridin-2-yl)-5-methyl-isoxazol-4-yl]-ethyl}-thiazole-5-carboxylic acid), C(O)CN (ethanolamine). The product is OCCNC(=O)C1=CN=C(S1)CCC=1C(=NOC1C)C1=NC=C(C=C1)F (2-{2-[3-(5-Fluoro-pyridin-2-yl)-5-methyl-isoxazol-4-yl]-ethyl}-thiazole-5-carboxylic acid (2-hydroxy-ethyl)-amide). Yield: 41.0%. RXN SMILES: [F:1][C:2]1[CH:3]=[CH:4][C:5]([C:8]2[C:12]([CH2:13][CH2:14][C:15]3[S:16][C:17]([C:20]([OH:22])=O)=[CH:18][N:19]=3)=[C:11]([CH3:23])[O:10][N:9]=2)=[N:6][CH:7]=1.[CH2:24]([CH2:26][NH2:27])[OH:25]>>[OH:25][CH2:24][CH2:26][NH:27][C:20]([C:17]1[S:16][C:15]([CH2:14][CH2:13][C:12]2[C:8]([C:5]3[CH:4]=[CH:3][C:2]([F:1])=[CH:7][N:6]=3)=[N:9][O:10][C:11]=2[CH3:23])=[N:19][CH:18]=1)=[O:22]. Procedure details: As described for example 40c, 2-{2-[3-(5-fluoro-pyridin-2-yl)-5-methyl-isoxazol-4-yl]-ethyl}-thiazole-5-carboxylic acid (67 mg, 0.20 mmol) was converted, using ethanolamine instead of 4-aminotetrahydropyran, to the title compound (65 mg, 41%) which was obtained as a white solid. MS: m/e=377.2 [M+H]+. The reactants are C(OC(=C)C)(OC1=CC=C(C=C1)[N+](=O)[O-])=O (Isopropenyl p-nitrophenyl carbonate), C(Cl)(Cl)Cl (chloroform). Solvent: C(C)OCC (ethyl ether). Conditions: temperature 0 celsius, time 16 hour. Yields the product C(OC(C)(C)Cl)(OC1=CC=C(C=C1)[N+](=O)[O-])=O (2-Chloro2-propyl p-nitrophenyl carbonate). The yield is 92.0%. RXN SMILES: [C:1](=[O:16])([O:6][C:7]1[CH:12]=[CH:11][C:10]([N+:13]([O-:15])=[O:14])=[CH:9][CH:8]=1)[O:2][C:3]([CH3:5])=[CH2:4].C(Cl)(Cl)[Cl:18]>C(OCC)C>[C:1](=[O:16])([O:6][C:7]1[CH:12]=[CH:11][C:10]([N+:13]([O-:15])=[O:14])=[CH:9][CH:8]=1)[O:2][C:3]([Cl:18])([CH3:5])[CH3:4]. Procedure: The isopropenyl carbonate from step 88a (7.5 g, 33.6 mmol) was dissolved in a mixture of ethyl ether (100 mL) and chloroform (100 mL). The mixture was cooled to 0° C. and then bubbled with HCl gas. After standing at room temperature for 16 hours the mixture was purged with nitrogen to remove the excess HCl, and the solvent was evaporated to give the title compound (8.0 g, 92%): 1H NMR (CDCl3, 300 MHz) δ 2.11 (s, 6H), 7.39-7.44 (m, 2H), 8.27-8.32 (m, 2H). Starting materials: [N+](=O)([O-])C1=CC=C(OC2=CC(=NC=N2)NC2=CC=C(C=C2)SC)C=C1 (N-(6-(4-Nitrophenoxy)pyrimidin-4-yl)-4-methylsulfanylphenylamine), O (water), [Cl-].[NH4+] (ammonium chloride), C(C)O (ethanol). Reagents/catalysts: [Fe] (iron). Run in C(C)(=O)OCC (ethyl acetate), CCCCCC (hexane). Reaction conditions: temperature 80 celsius, time 1 hour. Product: NC1=CC=C(OC2=CC(=NC=N2)NC2=CC=C(C=C2)SC)C=C1 (N-(6-(4-Aminophenoxy)pyrimidin-4-yl)-4-methylsulfanylphenylamine). Isolated yield 69.1%. RXN SMILES: [N+:1]([C:4]1[CH:25]=[CH:24][C:7]([O:8][C:9]2[N:14]=[CH:13][N:12]=[C:11]([NH:15][C:16]3[CH:21]=[CH:20][C:19]([S:22][CH3:23])=[CH:18][CH:17]=3)[CH:10]=2)=[CH:6][CH:5]=1)([O-])=O.[Cl-].[NH4+].C(O)C.O>C(OCC)(=O)C.CCCCCC.[Fe]>[NH2:1][C:4]1[CH:25]=[CH:24][C:7]([O:8][C:9]2[N:14]=[CH:13][N:12]=[C:11]([NH:15][C:16]3[CH:21]=[CH:20][C:19]([S:22][CH3:23])=[CH:18][CH:17]=3)[CH:10]=2)=[CH:6][CH:5]=1 |f:1.2|. Reported procedure: N-(6-(4-Nitrophenoxy)pyrimidin-4-yl)-4-methylsulfanylphenylamine (620 mg, 1.75 mmol), iron powder (489 mg, 8.75 mmol) and ammonium chloride (936 mg, 17.5 mmol) were suspended in an ethanol (16 ml)-water (4 ml) mixed solvent and the suspension was heated and stirred at 80° C. for 1 hour. Upon completion of the reaction, the reaction mixture was filtered with celite and washed in an ethyl acetate-tetrahydrofuran mixed solvent. The organic layer was washed with water and saturated saline and dried ... Starting materials: Br[Mg]c1ccccc1 (effective_coupling_partner), COc1cccc(OCCN(C)C)c1 (substrate). The reagents and catalysts are PCy3. Reaction conditions: temperature 80 celsius, time 15 hour. The product is c3ccc(c2cccc(c1ccccc1)c2)cc3. Reactants: COC1=CC=C(C=C1C(=O)O)C(=O)N (6-methoxyisophthalamic acid), COC=1C=C(N)C=C(C1)OC (3,5-dimethoxyaniline). As a reaction SMILES: [CH3:1][O:2][C:3]1[C:8]([C:9]([OH:11])=O)=[CH:7][C:6]([C:12]([NH2:14])=[O:13])=[CH:5][CH:4]=1.[CH3:15][O:16][C:17]1[CH:18]=[C:19]([CH:21]=[C:22]([O:24][CH3:25])[CH:23]=1)[NH2:20]>>[CH3:25][O:24][C:22]1[CH:21]=[C:19]([NH:20][C:9](=[O:11])[C:8]2[CH:7]=[C:6]([CH:5]=[CH:4][C:3]=2[O:2][CH3:1])[C:12]([NH2:14])=[O:13])[CH:18]=[C:17]([O:16][CH3:15])[CH:23]=1. Procedure details: The captioned compound was synthesized from 6-methoxyisophthalamic acid and 3,5-dimethoxyaniline by the same procedure as in the manufacturing method described in step C of Example 1-3-1. Product: COC=1C=C(C=C(C1)OC)NC(C=1C=C(C(=O)N)C=CC1OC)=O (3-N-(3,5-dimethoxyphenyl)-4-methoxyisophthalamide).